From a dataset of the Open Reaction Database (ORD), a public repository of structured organic reaction records. describe an organic reaction: reactants, conditions, products, and yield Procedure: As described for Example 12, 6,7-dihydro-5H-dibenz[b,d]azepine is reacted with 6-[([1,1'-biphenyl]-2-ylcarbonyl)amino]-3-pyridinecarbonyl chloride to give the product as a solid. The reactants are C1=CC=CC=2NCCC3=C(C21)C=CC=C3 (6,7-dihydro-5H-dibenz[b,d]azepine), C1(=C(C=CC=C1)C(=O)NC1=CC=C(C=N1)C(=O)Cl)C1=CC=CC=C1 (6-[([1,1'-biphenyl]-2-ylcarbonyl)amino]-3-pyridinecarbonyl chloride). RXN SMILES: [CH:1]1[C:11]2[C:10]3[CH:12]=[CH:13][CH:14]=[CH:15][C:9]=3[CH2:8][CH2:7][NH:6][C:5]=2[CH:4]=[CH:3][CH:2]=1.[C:16]1([C:34]2[CH:39]=[CH:38][CH:37]=[CH:36][CH:35]=2)[CH:21]=[CH:20][CH:19]=[CH:18][C:17]=1[C:22]([NH:24][C:25]1[N:30]=[CH:29][C:28]([C:31](Cl)=[O:32])=[CH:27][CH:26]=1)=[O:23]>>[CH:1]1[C:11]2[C:10]3[CH:12]=[CH:13][CH:14]=[CH:15][C:9]=3[CH2:8][CH2:7][N:6]([C:31]([C:28]3[CH:27]=[CH:26][C:25]([NH:24][C:22]([C:17]4[C:16]([C:34]5[CH:39]=[CH:38][CH:37]=[CH:36][CH:35]=5)=[CH:21][CH:20]=[CH:19][CH:18]=4)=[O:23])=[N:30][CH:29]=3)=[O:32])[C:5]=2[CH:4]=[CH:3][CH:2]=1. The product is C1=CC=CC=2N(CCC3=C(C21)C=CC=C3)C(=O)C=3C=CC(=NC3)NC(=O)C=3C(=CC=CC3)C3=CC=CC=C3 (N-[5-[(6,7-Dihydro-5H-dibenz[b,d]azepin-5-yl)carbonyl]-2-pyridinyl][1,1'-biphenyl]-2-carboxamide). Reaction SMILES: [Br:1][c:2]1[cH:3][c:4]([C:8]([CH2:9][C:10]([C:11]([F:12])([F:13])[F:14])=[O:15])([CH3:16])[CH3:17])[cH:5][cH:6][cH:7]1.[CH3:19][S+:20]([CH3:21])([CH3:22])=[O:23].[CH3:26][S:27]([CH3:28])=[O:29].[H-:25].[I-:18].[Na+:24]>>[Br:1][c:2]1[cH:3][c:4]([C:8]([CH2:9][C:10]2([C:11]([F:12])([F:13])[F:14])[O:15][CH2:19]2)([CH3:16])[CH3:17])[cH:5][cH:6][cH:7]1. The product is CC(C)(CC1(C(F)(F)F)CO1)c1cccc(Br)c1. The reactants are CC(C)(CC(=O)C(F)(F)F)c1cccc(Br)c1, C[S+](C)(C)=O, CS(C)=O, [H-], [I-], [Na+]. Starting materials: COC(C)(C)C, C1CCOC1, COC(=O)C(Cc1cc(F)cc(F)c1)NC(=O)OC(C)(C)C, CC(C)[N-]C(C)C, CC(=O)O, ClCI, [Li+], O. The product is CC(C)(C)OC(=O)NC(Cc1cc(F)cc(F)c1)C(=O)CCl. Reaction SMILES: [C:38]([O:39][CH3:40])([CH3:41])([CH3:42])[CH3:43].[CH2:45]1[O:46][CH2:47][CH2:48][CH2:49]1.[CH3:1][O:2][C:3]([CH:4]([CH2:5][c:6]1[cH:7][c:8]([F:13])[cH:9][c:10]([F:12])[cH:11]1)[NH:14][C:15](=[O:16])[O:17][C:18]([CH3:19])([CH3:20])[CH3:21])=[O:22].[CH3:27][CH:28]([N-:29][CH:30]([CH3:31])[CH3:32])[CH3:33].[CH3:34][C:35](=[O:36])[OH:37].[I:23][CH2:24][Cl:25].[Li+:26].[OH2:44]>>[C:3]([CH:4]([CH2:5][c:6]1[cH:7][c:8]([F:13])[cH:9][c:10]([F:12])[cH:11]1)[NH:14][C:15](=[O:16])[O:17][C:18]([CH3:19])([CH3:20])[CH3:21])(=[O:22])[CH2:24][Cl:25].